Dataset: the Open Reaction Database (ORD), a public repository of structured organic reaction records. Task: describe an organic reaction: reactants, conditions, products, and yield As a reaction SMILES: [Br:1][c:2]1[c:3]([F:17])[c:4]2[c:5]([n:6][cH:7]1)[nH:8][cH:9][c:10]2[NH:11][C:12]([CH:13]([CH3:14])[OH:15])=[O:16].[CH2:40]([OH:41])[CH2:42][CH2:43][CH3:44].[CH:31]([N:32]([CH2:33][CH3:34])[CH:35]([CH3:36])[CH3:37])([CH3:38])[CH3:39].[NH:18]1[CH2:19][CH:20]([NH:23][C:24]([O:25][C:26]([CH3:27])([CH3:28])[CH3:29])=[O:30])[CH2:21][CH2:22]1>>[Br:1][c:2]1[c:3]([N:18]2[CH2:19][CH:20]([NH:23][C:24]([O:25][C:26]([CH3:27])([CH3:28])[CH3:29])=[O:30])[CH2:21][CH2:22]2)[c:4]2[c:5]([n:6][cH:7]1)[nH:8][cH:9][c:10]2[NH:11][C:12]([CH:13]([CH3:14])[OH:15])=[O:16]. The product is CC(O)C(=O)Nc1c[nH]c2ncc(Br)c(N3CCC(NC(=O)OC(C)(C)C)C3)c12. The reactants are CC(O)C(=O)Nc1c[nH]c2ncc(Br)c(F)c12, CCCCO, CCN(C(C)C)C(C)C, CC(C)(C)OC(=O)NC1CCNC1.